Dataset: the Open Reaction Database (ORD), a public repository of structured organic reaction records. Task: describe an organic reaction: reactants, conditions, products, and yield The reactants are C1COC1, C1COCCOCC2(COCCOCCN1)COC2, OCCCl. Product: OCC1(COCCCl)COCCOCCNCCOCCO1. RXN SMILES: [CH2:1]1[CH2:2][O:3][CH2:4]1.[CH2:9]1[O:10][CH2:11][C:12]12[CH2:13][O:14][CH2:15][CH2:16][O:17][CH2:18][CH2:19][NH:20][CH2:21][CH2:22][O:23][CH2:24][CH2:25][O:26][CH2:27]2.[OH:5][CH2:6][CH2:7][Cl:8]>>[O:5]([CH2:6][CH2:7][Cl:8])[CH2:13][C:12]1([CH2:11][OH:10])[O:14][CH2:15][CH2:16][O:17][CH2:18][CH2:19][NH:20][CH2:21][CH2:22][O:23][CH2:24][CH2:25][O:26][CH2:27]1. Reaction SMILES: [ClH:1].[CH3:2][O:3][C:4]1[CH:5]=[C:6](/[C:12](=[CH:15]/[C:16]2[S:17][C:18]([N:21]3[CH2:26][CH2:25][CH2:24][CH2:23][CH2:22]3)=[CH:19][CH:20]=2)/[C:13]#[N:14])[CH:7]=[CH:8][C:9]=1[O:10][CH3:11]>>[ClH:1].[CH3:2][O:3][C:4]1[CH:5]=[C:6](/[C:12](=[CH:15]/[C:16]2[S:17][C:18]([N:21]3[CH2:26][CH2:25][CH2:24][CH2:23][CH2:22]3)=[CH:19][CH:20]=2)/[C:13]#[N:14])[CH:7]=[CH:8][C:9]=1[O:10][CH3:11] |f:2.3|. Reactants: Cl (Hydrochloric acid), COC=1C=C(C=CC1OC)/C(/C#N)=C/C=1SC(=CC1)N1CCCCC1 ((Z)-2-(3,4-dimethoxy-phenyl)-3-(5-piperidin-1-yl-thiophen-2-yl)-acrylonitrile). Reported procedure: 0.1N Hydrochloric acid (7.0 mL) was added to Compound 4 (226 mg), and purified water (30 mL), acetonitrile (30 mL), and chloroform (3 mL) were added to the mixture, to thereby dissolve the mixture. The solution was stirred at room temperature for 1 hour, and the solvent was evaporated to dryness. The residue was suspended in hexane-ethyl acetate, and the solvent was evaporated to dryness, followed by thoroughly drying, to thereby yield the target product (yield: 235 mg, 94%). Run at time 1 hour. Yield: 94.0%. Yields the product Cl.COC=1C=C(C=CC1OC)/C(/C#N)=C/C=1SC(=CC1)N1CCCCC1 ((Z)-2-(3,4-dimethoxy-phenyl)-3-(5-piperidin-1-yl-thiophen-2-yl)-acrylonitrile hydrochloride). The reactants are C(CN)N (ethylenediamine), [OH-].[Na+] (sodium hydroxide), NC=1C=C2CC3(C(N(C4=NC=CC=C43)COCC[Si](C)(C)C)=O)CC2=CC1 ((−)-5-amino-1′-{[2-(trimethylsilyl)ethoxy]methyl}-1,3-dihydrospiro[indene-2,3′-pyrrolo[2,3-b]pyridin]-2′(1′H)-one), Cl (HCl), Cl (HCl), CO (methanol). Solvent: O (H2O). Conditions: time 30 minute. The product is NC=1C=C2CC3(C(NC=4C=CC=NC43)=O)CC2=CC1 ((−)-5-Amino-1,3-dihydrospiro[indene-2,3′-pyrrolo[2,3-]pyridin]-2′(1′H)-one). RXN SMILES: [NH2:1][C:2]1[CH:3]=[C:4]2[C:25](=[CH:26][CH:27]=1)[CH2:24][C:6]1([C:14]3[C:9](=NC=CC=3)[N:8](COCC[Si](C)(C)C)[C:7]1=[O:23])[CH2:5]2.Cl.[CH2:29]([NH2:32])[CH2:30]N.[OH-].[Na+].[CH3:35]O>O>[NH2:1][C:2]1[CH:3]=[C:4]2[C:25](=[CH:26][CH:27]=1)[CH2:24][C:6]1([C:14]3[N:32]=[CH:29][CH:30]=[CH:35][C:9]=3[NH:8][C:7]1=[O:23])[CH2:5]2 |f:3.4|. Procedure: A solution of (−)-5-amino-1′-{[2-(trimethylsilyl)ethoxy]methyl}-1,3-dihydrospiro[indene-2,3′-pyrrolo[2,3-b]pyridin]-2′(1′H)-one from Step B (13.7 g, 35.9 mmol) in methanol (300 mL) was saturated with HCl (g). The mixture was resaturated with HCl (g) every 30 min until the starting material was consumed, and then concentrated in vacuo. The residue was dissolved in MeOH (150 mL) and treated with ethylenediamine (2.4 mL, 35.9 mmol) and 10 N sodium hydroxide (7.2 mL, 72 mmol) to adjust the mixture t... Reactants: CCOCC (ether), COC1=C(C(=CC=C1)OC)C1=CC(=NN1C1=C(C=C(C=C1)C(N(CCCN(C)C)C)=O)C(C)C)C(=O)NC1(C2CC3CC(CC1C3)C2)C(=O)O (2-[5-(2,6-dimethoxyphenyl)-1-[4-[N-methyl-N-(3-dimethylaminopropyl)carbamoyl]-2-isopropylphenyl]-3-pyrazolylcarbonylamino]-2-adamantanecarboxylic acid), C[O-].[Na+] (sodium methylate). Reagents/catalysts: C(Cl)Cl (DCM). The solvent is CO (MeOH). Run at temperature 5 celsius. Yields the product [Na+].COC1=C(C(=CC=C1)OC)C1=CC(=NN1C1=C(C=C(C=C1)C(N(CCCN(C)C)C)=O)C(C)C)C(=O)NC1(C2CC3CC(CC1C3)C2)C(=O)[O-] (2-[5-(2,6-Dimethoxyphenyl)-1-[4-[N-methyl-N-(3-dimethylaminopropyl)carbamoyl]-2-isopropylphenyl]-3-pyrazolylcarbonylamino]-2-adamantanecarboxylic acid sodium salt). Isolated yield 70.6%. As a reaction SMILES: [CH3:1][O:2][C:3]1[CH:8]=[CH:7][CH:6]=[C:5]([O:9][CH3:10])[C:4]=1[C:11]1[N:15]([C:16]2[CH:21]=[CH:20][C:19]([C:22](=[O:31])[N:23]([CH3:30])[CH2:24][CH2:25][CH2:26][N:27]([CH3:29])[CH3:28])=[CH:18][C:17]=2[CH:32]([CH3:34])[CH3:33])[N:14]=[C:13]([C:35]([NH:37][C:38]2([C:48]([OH:50])=[O:49])[CH:45]3[CH2:46][CH:41]4[CH2:42][CH:43]([CH2:47][CH:39]2[CH2:40]4)[CH2:44]3)=[O:36])[CH:12]=1.C[O-].[Na+:53].CCOCC>CO.C(Cl)Cl>[Na+:53].[CH3:10][O:9][C:5]1[CH:6]=[CH:7][CH:8]=[C:3]([O:2][CH3:1])[C:4]=1[C:11]1[N:15]([C:16]2[CH:21]=[CH:20][C:19]([C:22](=[O:31])[N:23]([CH3:30])[CH2:24][CH2:25][CH2:26][N:27]([CH3:28])[CH3:29])=[CH:18][C:17]=2[CH:32]([CH3:34])[CH3:33])[N:14]=[C:13]([C:35]([NH:37][C:38]2([C:48]([O-:50])=[O:49])[CH:39]3[CH2:40][CH:41]4[CH2:42][CH:43]([CH2:44][CH:45]2[CH2:46]4)[CH2:47]3)=[O:36])[CH:12]=1 |f:1.2,6.7|. Reported procedure: 0.206 g of the compound obtained in EXAMPLE 1' and 0.026 g of sodium methylate are dissolved in 1 ml of MeOH and a few drops of DCM, and this solution is then poured into 50 ml of ether cooled to 5° C. The gelatinous precipitate formed is drained and dried over P2O5 and under vacuum. 0.15 g of the expected product is obtained, m.p.=191° C. Reactants: O(C1=CC=CC=C1)C=1C=C(C(=O)O)C=CC1 (3-phenoxybenzoic acid), S(=O)(Cl)Cl (thionyl chloride). Yields the product O(C1=CC=CC=C1)C=1C=C(C(=O)Cl)C=CC1 (3-Phenoxybenzoyl Chloride). Reaction SMILES: [O:1]([C:8]1[CH:9]=[C:10]([CH:14]=[CH:15][CH:16]=1)[C:11](O)=[O:12])[C:2]1[CH:7]=[CH:6][CH:5]=[CH:4][CH:3]=1.S(Cl)([Cl:19])=O>>[O:1]([C:8]1[CH:9]=[C:10]([CH:14]=[CH:15][CH:16]=1)[C:11]([Cl:19])=[O:12])[C:2]1[CH:7]=[CH:6][CH:5]=[CH:4][CH:3]=1. Procedure details: Added portionwise 25 g (0.12 mole) of 3-phenoxybenzoic acid, to 125 ml of thionyl chloride, then heated at reflux for 2 hrs. The solution was distilled to remove the excess thionyl chloride. Added 200 ml of AR toluene and evaporated in vacuo to give 23 g of red liquid. Starting materials: O=C([O-])O, ClCc1csc(-c2ccccc2)n1, COCCOc1ccc(-c2c(C#N)c(N)nc(S)c2C#N)cc1, [Na+], CN(C)C=O, O. Yields the product COCCOc1ccc(-c2c(C#N)c(N)nc(SCc3csc(-c4ccccc4)n3)c2C#N)cc1. As a reaction SMILES: [C:24](=[O:25])([OH:26])[O-:27].[Cl:29][CH2:30][c:31]1[n:32][c:33](-[c:36]2[cH:37][cH:38][cH:39][cH:40][cH:41]2)[s:34][cH:35]1.[NH2:1][c:2]1[n:3][c:4]([SH:23])[c:5]([C:21]#[N:22])[c:6](-[c:10]2[cH:11][cH:12][c:13]([O:16][CH2:17][CH2:18][O:19][CH3:20])[cH:14][cH:15]2)[c:7]1[C:8]#[N:9].[Na+:28].[O:43]=[CH:44][N:45]([CH3:46])[CH3:47].[OH2:42]>>[NH2:1][c:2]1[n:3][c:4]([S:23][CH2:30][c:31]2[n:32][c:33](-[c:36]3[cH:37][cH:38][cH:39][cH:40][cH:41]3)[s:34][cH:35]2)[c:5]([C:21]#[N:22])[c:6](-[c:10]2[cH:11][cH:12][c:13]([O:16][CH2:17][CH2:18][O:19][CH3:20])[cH:14][cH:15]2)[c:7]1[C:8]#[N:9]. Reactants: CCNCC, ClCCCl, C#CC(C)O, CN1Cc2c(I)ncn2-c2cccc(Cl)c2C1=O, [Cu]I, Cl[Pd]Cl, c1ccc(P(c2ccccc2)c2ccccc2)cc1, c1ccc(P(c2ccccc2)c2ccccc2)cc1. The product is CC(O)C#Cc1ncn2c1CN(C)C(=O)c1c(Cl)cccc1-2. RXN SMILES: [CH2:24]([NH:25][CH2:26][CH3:27])[CH3:28].[CH2:29]([Cl:30])[CH2:31][Cl:32].[CH3:19][CH:20]([C:21]#[CH:22])[OH:23].[Cl:1][c:2]1[cH:3][cH:4][cH:5][c:6]2[c:7]1[C:8](=[O:18])[N:9]([CH3:17])[CH2:10][c:11]1[n:12]-2[cH:13][n:14][c:15]1[I:16].[Cu:74][I:75].[Pd:33]([Cl:34])[Cl:35].[c:36]1([P:37]([c:38]2[cH:39][cH:40][cH:41][cH:42][cH:43]2)[c:44]2[cH:45][cH:46][cH:47][cH:48][cH:49]2)[cH:50][cH:51][cH:52][cH:53][cH:54]1.[c:55]1([P:56]([c:57]2[cH:58][cH:59][cH:60][cH:61][cH:62]2)[c:63]2[cH:64][cH:65][cH:66][cH:67][cH:68]2)[cH:69][cH:70][cH:71][cH:72][cH:73]1>>[Cl:1][c:2]1[cH:3][cH:4][cH:5][c:6]2[c:7]1[C:8](=[O:18])[N:9]([CH3:17])[CH2:10][c:11]1[n:12]-2[cH:13][n:14][c:15]1[C:22]#[C:21][CH:20]([CH3:19])[OH:23].